This data is from the Open Reaction Database (ORD), a public repository of structured organic reaction records. The task is: describe an organic reaction: reactants, conditions, products, and yield Reactants: [H][H] (hydrogen), 30, COC=1C=C(C=CC1)C1(OCCO1)CC=1CCN(CC1)C(=O)OCC (ethyl 2,3-dihydro-4-[2-(3-methoxyphenyl)-1,3-dioxolan-2-ylmethyl]-1(6H)-pyridinecarboxylate). The reagents and catalysts are [Pt] (platinum-on-charcoal). The solvent is CC1=CC=CC=C1 (methylbenzene). Yields the product 30, COC=1C=C(C=CC1)C1(OCCO1)CC1CCN(CC1)C(=O)OCC (ethyl 4-[2-(3-methoxyphenyl)-1,3-dioxolan-2-ylmethyl]-1-piperidinecarboxylate). As a reaction SMILES: [CH3:1][O:2][C:3]1[CH:4]=[C:5]([C:9]2([CH2:14][C:15]3[CH2:16][CH2:17][N:18]([C:21]([O:23][CH2:24][CH3:25])=[O:22])[CH2:19][CH:20]=3)[O:13][CH2:12][CH2:11][O:10]2)[CH:6]=[CH:7][CH:8]=1.[H][H]>[Pt].CC1C=CC=CC=1>[CH3:1][O:2][C:3]1[CH:4]=[C:5]([C:9]2([CH2:14][CH:15]3[CH2:20][CH2:19][N:18]([C:21]([O:23][CH2:24][CH3:25])=[O:22])[CH2:17][CH2:16]3)[O:13][CH2:12][CH2:11][O:10]2)[CH:6]=[CH:7][CH:8]=1. Reported procedure: A mixture of 30 parts of ethyl 2,3-dihydro-4-[2-(3-methoxyphenyl)-1,3-dioxolan-2-ylmethyl]-1(6H)-pyridinecarboxylate and 450 parts of methylbenzene is hydrogenated at normal pressure and at room temperature with 4 parts of platinum-on-charcoal catalyst 5%. After the calculated amount of hydrogen is taken up, the catalyst is filtered off and the filtrate is evaporated, yielding 30 parts of ethyl 4-[2-(3-methoxyphenyl)-1,3-dioxolan-2-ylmethyl]-1-piperidinecarboxylate as a residue. Reactants: CC(=O)c1ccc(C)s1, Cc1ccccc1, Nc1ccccc1C(F)(F)F, O, Cc1ccc(S(=O)(=O)O)cc1. Yields the product CC(=Nc1ccccc1C(F)(F)F)c1ccc(C)s1. Reaction SMILES: [C:12]([CH3:13])(=[O:14])[c:15]1[s:16][c:17]([CH3:20])[cH:18][cH:19]1.[CH3:33][c:34]1[cH:35][cH:36][cH:37][cH:38][cH:39]1.[F:1][C:2]([c:3]1[c:4]([NH2:5])[cH:6][cH:7][cH:8][cH:9]1)([F:10])[F:11].[OH2:32].[c:21]1([CH3:22])[cH:23][cH:24][c:25]([S:26]([OH:27])(=[O:28])=[O:29])[cH:30][cH:31]1>>[F:1][C:2]([c:3]1[c:4]([N:5]=[C:12]([CH3:13])[c:15]2[s:16][c:17]([CH3:20])[cH:18][cH:19]2)[cH:6][cH:7][cH:8][cH:9]1)([F:10])[F:11]. Starting materials: COc1cc(Br)cc(C=O)c1, CCOC(=O)c1ccc(N)cc1, CCO. The product is CCOC(=O)c1ccc(N=Cc2cc(Br)cc(OC)c2)cc1. Reaction SMILES: [Br:13][c:14]1[cH:15][c:16]([CH:17]=[O:18])[cH:19][c:20]([O:22][CH3:23])[cH:21]1.[CH2:1]([CH3:2])[O:3][C:4]([c:5]1[cH:6][cH:7][c:8]([NH2:11])[cH:9][cH:10]1)=[O:12].[CH3:24][CH2:25][OH:26]>>[CH2:1]([CH3:2])[O:3][C:4]([c:5]1[cH:6][cH:7][c:8]([N:11]=[CH:17][c:16]2[cH:15][c:14]([Br:13])[cH:21][c:20]([O:22][CH3:23])[cH:19]2)[cH:9][cH:10]1)=[O:12]. Reactants: II (Iodine), S1N=C(C=N1)OC[C@H]1CN(C(O1)=O)C1=CC=CC=C1 (5(R)-1,2,5-thiadiazol-3-yloxymethyl-3-phenyloxazolidin-2-one). The reagents and catalysts are FC(C(=O)[O-])(F)F.[Ag+] (silver trifluoroacetate). Solvent: C(C)#N (acetonitrile), C(Cl)(Cl)Cl (chloroforrn). Run at time 24 hour. Product: S1N=C(C=N1)OC[C@H]1CN(C(O1)=O)C1=CC=C(C=C1)I (5(R)-1,2,5-Thiadiazol-3-yloxymethyl-3-(4-iodophenyl)oxazolidin-2-one). Isolated yield 73.4%. As a reaction SMILES: [I:1]I.[S:3]1[N:7]=[CH:6][C:5]([O:8][CH2:9][C@@H:10]2[O:14][C:13](=[O:15])[N:12]([C:16]3[CH:21]=[CH:20][CH:19]=[CH:18][CH:17]=3)[CH2:11]2)=[N:4]1>C(#N)C.C(Cl)(Cl)Cl.FC(F)(F)C([O-])=O.[Ag+]>[S:3]1[N:7]=[CH:6][C:5]([O:8][CH2:9][C@@H:10]2[O:14][C:13](=[O:15])[N:12]([C:16]3[CH:17]=[CH:18][C:19]([I:1])=[CH:20][CH:21]=3)[CH2:11]2)=[N:4]1 |f:4.5|. Procedure details: Iodine (0.67 g, 2.64 mmol) was added portionwise to a stirred solution of 5(R)-1,2,5-thiadiazol-3-yloxymethyl-3-phenyloxazolidin-2-one (0.7 g, 2.53 mmol) and silver trifluoroacetate (0.727 g, 3.29 mmol) in acetonitrile (4 ml) and chloroforrn (6 ml). The mixture was stirred for 24 hours in the dark. The mixture was filtered and the filtrate evaporated. The residue was extracted with EtOAc and the extract washed with water, dilute ammonia (0.1 ml of 0.88SG ammonia in 25 ml water), water and brine,...